Dataset: the Open Reaction Database (ORD), a public repository of structured organic reaction records. Task: describe an organic reaction: reactants, conditions, products, and yield Reactants: O=C([O-])[O-], CCOC(=O)c1ccc2c(c1)CC(C)(C)C(c1ccc(F)c(Br)c1)N2, C1COCCN1, CS(C)=O, CCOC(C)=O, [Cu]I, [K+], [K+], O=C(O)C1CCCN1. Product: CCOC(=O)c1ccc2c(c1)CC(C)(C)C(c1ccc(F)c(N3CCOCC3)c1)N2. RXN SMILES: [C:40](=[O:41])([O-:42])[O-:43].[CH2:1]([CH3:2])[O:3][C:4](=[O:5])[c:6]1[cH:7][c:8]2[c:13]([cH:14][cH:15]1)[NH:12][CH:11]([c:16]1[cH:17][c:18]([Br:23])[c:19]([F:22])[cH:20][cH:21]1)[C:10]([CH3:24])([CH3:25])[CH2:9]2.[CH2:26]1[CH2:27][O:28][CH2:29][CH2:30][NH:31]1.[CH3:46][S:47]([CH3:48])=[O:49].[CH3:52][CH2:53][O:54][C:55](=[O:56])[CH3:57].[Cu:50][I:51].[K+:44].[K+:45].[OH:32][C:33]([CH:34]1[NH:35][CH2:36][CH2:37][CH2:38]1)=[O:39]>>[CH2:1]([CH3:2])[O:3][C:4](=[O:5])[c:6]1[cH:7][c:8]2[c:13]([cH:14][cH:15]1)[NH:12][CH:11]([c:16]1[cH:17][c:18]([N:31]3[CH2:26][CH2:27][O:28][CH2:29][CH2:30]3)[c:19]([F:22])[cH:20][cH:21]1)[C:10]([CH3:24])([CH3:25])[CH2:9]2. The reactants are ClC1=NC2=NC=CC=C2C(=C1C)Cl (2,4-dichloro-3-methyl-1,8-naphthyridine), [Br-].C1(CC1)[Zn+] (cyclopropylzinc bromide), C1CCOC1 (THF). The reagents and catalysts are [Pd+2].ClC1=C([C-](C=C1)P(C1=CC=CC=C1)C1=CC=CC=C1)Cl.[C-]1(C=CC=C1)P(C1=CC=CC=C1)C1=CC=CC=C1.[Fe+2] (dichloro 1,1′-bis(diphenylphosphino)-ferrocene palladium (II)). The solvent is C1(=CC=CC=C1)C (toluene). Reaction conditions: temperature 100 celsius. The product is CO.[NH4+].[OH-] (MeOH NH4OH), ClC1=C(C(=NC2=NC=CC=C12)C1CC1)C (4-chloro-2-cyclopropyl-3-methyl-1,8-naphthyridine). RXN SMILES: Cl[C:2]1[C:11]([CH3:12])=[C:10]([Cl:13])[C:9]2[C:4](=[N:5][CH:6]=[CH:7][CH:8]=2)[N:3]=1.[Br-].[CH:15]1([Zn+])[CH2:17][CH2:16]1.C1C[O:22][CH2:21]C1>C1(C)C=CC=CC=1.[Pd+2].ClC1C=C[C-](P(C2C=CC=CC=2)C2C=CC=CC=2)C=1Cl.[C-]1(P(C2C=CC=CC=2)C2C=CC=CC=2)C=CC=C1.[Fe+2]>[CH3:21][OH:22].[NH4+:3].[OH-:22].[Cl:13][C:10]1[C:9]2[C:4](=[N:5][CH:6]=[CH:7][CH:8]=2)[N:3]=[C:2]([CH:15]2[CH2:17][CH2:16]2)[C:11]=1[CH3:12] |f:1.2,5.6.7.8,9.10.11|. Procedure: To a stirred solution of 2,4-dichloro-3-methyl-1,8-naphthyridine (210 mg, 0.986 mmol) in toluene (5 mL) was added dichloro 1,1′-bis(diphenylphosphino)-ferrocene palladium (II) (161 mg, 0.197 mmol), cyclopropylzinc bromide solution 0.5 m in THF (3.94 mL, 1.971 mmol). The reaction was heated at 100° C. for 2 h. After this time the reaction was cooled to rt and partitioned between EtOAc (60 mL) and water (20 mL). The separated organic layer was dried over MgSO4, filtered and evaporated in vacuo. Co...